From a dataset of the Open Reaction Database (ORD), a public repository of structured organic reaction records. describe an organic reaction: reactants, conditions, products, and yield Starting materials: C1CCNCC1, Cc1[nH]c(C=O)c(C)c1C(=O)N1CCN(C)CC1, CCO, O=C1Cc2c(cccc2-c2cccc(C(F)(F)F)c2)N1. The product is Cc1[nH]c(C=C2C(=O)Nc3cccc(-c4cccc(C(F)(F)F)c4)c32)c(C)c1C(=O)N1CCN(C)CC1. Reaction SMILES: [CH2:39]1[CH2:40][CH2:41][NH:42][CH2:43][CH2:44]1.[CH3:21][c:22]1[c:23]([CH:37]=[O:38])[nH:24][c:25]([CH3:36])[c:26]1[C:27](=[O:28])[N:29]1[CH2:30][CH2:31][N:32]([CH3:35])[CH2:33][CH2:34]1.[CH3:45][CH2:46][OH:47].[F:1][C:2]([c:3]1[cH:4][c:5](-[c:9]2[c:10]3[c:14]([cH:15][cH:16][cH:17]2)[NH:13][C:12](=[O:18])[CH2:11]3)[cH:6][cH:7][cH:8]1)([F:19])[F:20]>>[F:1][C:2]([c:3]1[cH:4][c:5](-[c:9]2[c:10]3[c:14]([cH:15][cH:16][cH:17]2)[NH:13][C:12](=[O:18])[C:11]3=[CH:37][c:23]2[c:22]([CH3:21])[c:26]([C:27](=[O:28])[N:29]3[CH2:30][CH2:31][N:32]([CH3:35])[CH2:33][CH2:34]3)[c:25]([CH3:36])[nH:24]2)[cH:6][cH:7][cH:8]1)([F:19])[F:20]. Reported procedure: The title compound was prepared by following general procedure 4. 3,9-Dimethyl-1,2,3,4,5,6-hexahydroazepino[4,5-b]indole (100 mg, 0.46 mmol), tetra n-butyl ammonium chloride (6 mg, 0.023 mmol), 3-chloro-5-vinylpyridine (77 mg, 0.55 mmol) were taken into 50% NaOH (3 mL). The reaction mixture was heated overnight at 110° C. The reaction mixture was extracted with ethyl acetate and organic layer was dried over Na2SO4, and concentrated under reduced pressure to obtain 150 mg of 6-(2-(5-chloropyridin... Conditions: temperature 110 celsius. Product: ClC=1C=C(C=NC1)CCN1C2=C(C=3C=C(C=CC13)C)CCN(CC2)C (6-(2-(5-chloropyridin-3-yl)ethyl)-3,9-dimethyl-1,2,3,4,5,6-hexahydroazepino[4,5-b]indole). The reagents and catalysts are [Cl-].C(CCC)[N+](CCCC)(CCCC)CCCC (tetra n-butyl ammonium chloride). Starting materials: CN1CCC=2NC=3C=CC(=CC3C2CC1)C (3,9-Dimethyl-1,2,3,4,5,6-hexahydroazepino[4,5-b]indole), ClC=1C=NC=C(C1)C=C (3-chloro-5-vinylpyridine), [OH-].[Na+] (NaOH). Reaction SMILES: [CH3:1][N:2]1[CH2:15][CH2:14][C:13]2[C:12]3[CH:11]=[C:10]([CH3:16])[CH:9]=[CH:8][C:7]=3[NH:6][C:5]=2[CH2:4][CH2:3]1.[Cl:17][C:18]1[CH:19]=[N:20][CH:21]=[C:22]([CH:24]=[CH2:25])[CH:23]=1.[OH-].[Na+]>[Cl-].C([N+](CCCC)(CCCC)CCCC)CCC>[Cl:17][C:18]1[CH:23]=[C:22]([CH2:24][CH2:25][N:6]2[C:7]3[CH:8]=[CH:9][C:10]([CH3:16])=[CH:11][C:12]=3[C:13]3[CH2:14][CH2:15][N:2]([CH3:1])[CH2:3][CH2:4][C:5]2=3)[CH:21]=[N:20][CH:19]=1 |f:2.3,4.5|. The yield is 92.1%. The reactants are acid chloride, ClC1=CC=C(C=C1)C1=C(C(=NN1C1=C(C=C(C=C1)Cl)Cl)C(=O)O)C (5-(4-chlorophenyl)-1-(2,4-dichlorophenyl)-4-methyl-1H-pyrazole-3-carboxylic acid), Cl.FC1(CN(CC(C1)(F)F)N)F (3,3,5,5-Tetrafluoropiperidin-1-amine hydrochloride). Yields the product Cl.ClC1=CC=C(C=C1)C1=C(C(=NN1C1=C(C=C(C=C1)Cl)Cl)C(=O)NN1CC(CC(C1)(F)F)(F)F)C (5-(4-Chlorophenyl)-1-(2,4-dichlorophenyl)-4-methyl-N-(3,3,5,5-tetrafluoropiperidin-1-yl)-1H-pyrazole-3-carboxamide hydrochloride). As a reaction SMILES: [Cl:1][C:2]1[CH:7]=[CH:6][C:5]([C:8]2[N:12]([C:13]3[CH:18]=[CH:17][C:16]([Cl:19])=[CH:15][C:14]=3[Cl:20])[N:11]=[C:10]([C:21]([OH:23])=O)[C:9]=2[CH3:24])=[CH:4][CH:3]=1.Cl.[F:26][C:27]1([F:36])[CH2:32][C:31]([F:34])([F:33])[CH2:30][N:29]([NH2:35])[CH2:28]1>>[ClH:1].[Cl:1][C:2]1[CH:3]=[CH:4][C:5]([C:8]2[N:12]([C:13]3[CH:18]=[CH:17][C:16]([Cl:19])=[CH:15][C:14]=3[Cl:20])[N:11]=[C:10]([C:21]([NH:35][N:29]3[CH2:28][C:27]([F:26])([F:36])[CH2:32][C:31]([F:33])([F:34])[CH2:30]3)=[O:23])[C:9]=2[CH3:24])=[CH:6][CH:7]=1 |f:1.2,3.4|. Procedure: Form the acid chloride from 2.0 mmol of 5-(4-chlorophenyl)-1-(2,4-dichlorophenyl)-4-methyl-1H-pyrazole-3-carboxylic acid and react it with 1.4 mmol of the product of Example 33 using the general procedure set forth in Example 39, to yield the title compound as a white solid. The reactants are ClCC(CCl)(O)C1=C(C=C(C=C1)F)F (1,3-dichloro-2-(2,4-difluorophenyl)-2-propanol), aqueous solution, [OH-].[K+] (potassium hydroxide). The solvent is C1(=CC=CC=C1)C (toluene). Run at time 3 hour. The product is ClCC1(CO1)C1=C(C=C(C=C1)F)F (1-chloro-2-(2,4-difluorophenyl)-2,3-epoxypropane). The yield is 50.1%. Reaction SMILES: [Cl:1][CH2:2][C:3]([C:7]1[CH:12]=[CH:11][C:10]([F:13])=[CH:9][C:8]=1[F:14])([OH:6])[CH2:4]Cl.[OH-].[K+]>C1(C)C=CC=CC=1>[Cl:1][CH2:2][C:3]1([C:7]2[CH:12]=[CH:11][C:10]([F:13])=[CH:9][C:8]=2[F:14])[O:6][CH2:4]1 |f:1.2|. Procedure: To 1.7 l of toluene solution of 433 g of 1,3-dichloro-2-(2,4-difluorophenyl)-2-propanol was added 870 ml of 20% aqueous solution of potassium hydroxide. After the resulting liquid was stirred at room temperature for 3 hours, the organic layer was separated therefrom The aqueous layer was extracted twice with 1 l of ethyl acetate. The organic layers were combined and dried over anhydrous sodium sulfate. The resulting organic layer was filtered and the solvent was removed under reduced pressure. T... Starting materials: CC#N, CCN(C(C)C)C(C)C, Cc1sc(=N)n(-c2ccc(Cl)cc2)c1C, Cl, O=C(Cl)N1CCCC1. Yields the product Cc1sc(=NC(=O)N2CCCC2)n(-c2ccc(Cl)cc2)c1C. RXN SMILES: [CH3:34][C:35]#[N:36].[CH:17]([N:18]([CH:19]([CH3:20])[CH3:21])[CH2:22][CH3:23])([CH3:24])[CH3:25].[Cl:2][c:3]1[cH:4][cH:5][c:6](-[n:9]2[c:10](=[NH:16])[s:11][c:12]([CH3:15])[c:13]2[CH3:14])[cH:7][cH:8]1.[ClH:1].[N:26]1([C:31](=[O:32])[Cl:33])[CH2:27][CH2:28][CH2:29][CH2:30]1>>[Cl:2][c:3]1[cH:4][cH:5][c:6](-[n:9]2[c:10](=[N:16][C:31]([N:26]3[CH2:27][CH2:28][CH2:29][CH2:30]3)=[O:32])[s:11][c:12]([CH3:15])[c:13]2[CH3:14])[cH:7][cH:8]1.